Dataset: the Open Reaction Database (ORD), a public repository of structured organic reaction records. Task: describe an organic reaction: reactants, conditions, products, and yield Reactants: ( 2L ), [H][H] (hydrogen), N (NH3), COC[C@H]1N(CCC1)S(=O)(=O)C=1C=C2C3(C(N(C2=CC1)CCC#N)=O)OCCCO3 (3-[5′-{[(2S)-2-(methoxymethyl)pyrrolidin-1-yl]sulfonyl}-2′-oxospiro[1,3-dioxane-2,3′-indol]-1′ (2′H)-yl]propanenitrile), C1CCOC1 (THF). The reagents and catalysts are [Ni] (Raney nickel). Solvent: CCO (EtOH). Reaction conditions: temperature 135 celsius. Yields the product COC[C@H]1N(CCC1)S(=O)(=O)C1=CC=2C3(C=4N(C2C=C1)CCCN4)OCCCO3 (8′-{[(2S)-2-(Methoxymethyl)pyrrolidinyl]sulfonyl}-3′,4′-dihydrospiro(1,3-dioxane-2,10′ (2′H)-pyrimido(1,2-a)indole)). The yield is 14.5%. RXN SMILES: [CH3:1][O:2][CH2:3][C@@H:4]1[CH2:8][CH2:7][CH2:6][N:5]1[S:9]([C:12]1[CH:13]=[C:14]2[C:18](=[CH:19][CH:20]=1)[N:17]([CH2:21][CH2:22][C:23]#[N:24])[C:16](=O)[C:15]12[O:30][CH2:29][CH2:28][CH2:27][O:26]1)(=[O:11])=[O:10].N.C1COCC1.[H][H]>[Ni].CCO>[CH3:1][O:2][CH2:3][C@@H:4]1[CH2:8][CH2:7][CH2:6][N:5]1[S:9]([C:12]1[CH:20]=[CH:19][C:18]2[N:17]3[CH2:21][CH2:22][CH2:23][N:24]=[C:16]3[C:15]3([O:26][CH2:27][CH2:28][CH2:29][O:30]3)[C:14]=2[CH:13]=1)(=[O:11])=[O:10]. Reported procedure: A mixture of 3-[5′-{[(2S)-2-(methoxymethyl)pyrrolidin-1-yl]sulfonyl}-2′-oxospiro[1,3-dioxane-2,3′-indol]-1′ (2′H)-yl]propanenitrile (4.48 g, 10.3 mmol), and wet Raney nickel (4.1 g) in 2M EtOH.NH3 (100 mL) and THF (100 mL) was hydrogenated in a Parr Hydrogenation Bottle (2L) at 45 lb/in2 hydrogen for 24 hours. The Raney nickel was removed by filtration through Sulka Floc. The filtrate was poured into a steel pressure vessel and heated to 135° C. for 51 hours. The reaction was cooled and the solv...